This data is from the Open Reaction Database (ORD), a public repository of structured organic reaction records. The task is: describe an organic reaction: reactants, conditions, products, and yield The reactants are SC=1NC2=C(N1)C=CC=C2 (2-mercaptobenzoimidazole), [OH-].[Na+] (NaOH), II (iodine). The solvent is C(C)O (ethanol), C(C)O (ethanol). Product: N1=C(NC2=C1C=CC=C2)SSC=2NC1=C(N2)C=CC=C1 (Benzoimidazol-2-yl disulfide). RXN SMILES: [SH:1][C:2]1[NH:3][C:4]2[CH:10]=[CH:9][CH:8]=[CH:7][C:5]=2[N:6]=1.[OH-].[Na+].II>C(O)C>[N:3]1[C:4]2[CH:10]=[CH:9][CH:8]=[CH:7][C:5]=2[NH:6][C:2]=1[S:1][S:1][C:2]1[NH:3][C:4]2[CH:10]=[CH:9][CH:8]=[CH:7][C:5]=2[N:6]=1 |f:1.2|. Procedure: A solution prepared from 10.0 g 2-mercaptobenzoimidazole, 88 g ethanol and 6.68 g 40% aqueous NaOH was mixed with a solution of 8.54 g iodine in 79 g of ethanol. The resulting mixture was filtered, and the collected product was washed with ethanol and dried under vacuum at 70° C. Starting materials: CN(C)C=O, CCOC(C)=O, C1CCOC1, Cc1ccc(N(C)S(=O)(=O)c2cccs2)c2[nH]c(-c3ncc(CO)s3)cc12, O=S(Cl)Cl. Product: Cc1ccc(N(C)S(=O)(=O)c2cccs2)c2[nH]c(-c3ncc(CCl)s3)cc12. Reaction SMILES: [CH3:32][N:33]([CH3:34])[CH:35]=[O:36].[CH3:42][CH2:43][O:44][C:45](=[O:46])[CH3:47].[O:37]1[CH2:38][CH2:39][CH2:40][CH2:41]1.[OH:1][CH2:2][c:3]1[cH:4][n:5][c:6](-[c:8]2[nH:9][c:10]3[c:11]([N:18]([S:19](=[O:20])(=[O:21])[c:22]4[s:23][cH:24][cH:25][cH:26]4)[CH3:27])[cH:12][cH:13][c:14]([CH3:17])[c:15]3[cH:16]2)[s:7]1.[S:28]([Cl:29])([Cl:30])=[O:31]>>[CH2:2]([c:3]1[cH:4][n:5][c:6](-[c:8]2[nH:9][c:10]3[c:11]([N:18]([S:19](=[O:20])(=[O:21])[c:22]4[s:23][cH:24][cH:25][cH:26]4)[CH3:27])[cH:12][cH:13][c:14]([CH3:17])[c:15]3[cH:16]2)[s:7]1)[Cl:30]. The reactants are FC1=CC=C(C=2N=C(SC21)C=2C(=NC=C(C2)C=2C=NN(C2)C2CCNCC2)N)C(F)(F)F (3-(7-fluoro-4-trifluoromethylbenzothiazol-2-yl)-5-(1-piperidin-4-yl-1H-pyrazol-4-yl)-pyridin-2-ylamine), IC=1SC2=C(N1)CCCCC2 (2-iodo-5,6,7,8-tetrahydro-4H-cycloheptathiazole). Product: N1CCC(CC1)N1N=CC(=C1)C=1C=C(C(=NC1)N)C=1SC2=C(N1)CCCCC2 (5-(1-Piperidin-4-yl-1H-pyrazol-4-yl)-3-(5,6,7,8-tetrahydro-4H-cycloheptathiazol-2-yl)-pyridin-2-ylamine). RXN SMILES: F[C:2]1[C:10]2[S:9][C:8]([C:11]3[C:12]([NH2:28])=[N:13][CH:14]=[C:15]([C:17]4[CH:18]=[N:19][N:20]([CH:22]5[CH2:27][CH2:26][NH:25][CH2:24][CH2:23]5)[CH:21]=4)[CH:16]=3)=[N:7][C:6]=2[C:5]([C:29](F)(F)F)=[CH:4][CH:3]=1.IC1SC2CCCCCC=2N=1>>[NH:25]1[CH2:26][CH2:27][CH:22]([N:20]2[CH:21]=[C:17]([C:15]3[CH:16]=[C:11]([C:8]4[S:9][C:10]5[CH2:2][CH2:3][CH2:4][CH2:5][CH2:29][C:6]=5[N:7]=4)[C:12]([NH2:28])=[N:13][CH:14]=3)[CH:18]=[N:19]2)[CH2:23][CH2:24]1. Reported procedure: Following the procedure for 3-(7-fluoro-4-trifluoromethylbenzothiazol-2-yl)-5-(1-piperidin-4-yl-1H-pyrazol-4-yl)-pyridin-2-ylamine, using 2-iodo-5,6,7,8-tetrahydro-4H-cycloheptathiazole and conducting the Suzuki coupling at 55° C. for 3 h, the title compound was obtained as a yellow solid. MS (ES+): m/z=395.19 [MH+]. HPLC: tR=2.21 min (ZQ3, polar—5 min). Reported procedure: A solution of (S)-N-[[3-[3,5-difluoro-4-[4-(tert-butoxycarbonyl)-1-piperazinyl]phenyl]-2-oxo-5-oxazolidinyl]methyl]acetamide (0.400 g, 0.881 mmol) in dichloromethane (3 mL) was treated with trifluoroacetic acid (7 mL) at room temperature for 1 h. The reaction mixture was concentrated in vacuo and the resultant amber syrup combined with 2-chloroethanol (354 μL, 5.27 mmol), potassium carbonate (0.730 g, 5.27 mmol), and acetonitrile (20 mL) and the mixture heated to reflux for 24 h. The reaction mi... The solvent is ClCCl (dichloromethane), C(C)#N (acetonitrile). Reactants: FC=1C=C(C=C(C1N1CCN(CC1)C(=O)OC(C)(C)C)F)N1C(O[C@H](C1)CNC(C)=O)=O ((S)-N-[[3-[3,5-difluoro-4-[4-(tert-butoxycarbonyl)-1-piperazinyl]phenyl]-2-oxo-5-oxazolidinyl]methyl]acetamide), FC(C(=O)O)(F)F (trifluoroacetic acid), C([O-])([O-])=O.[K+].[K+] (potassium carbonate), ClCCO (2-chloroethanol). The product is FC=1C=C(C=C(C1N1CCN(CC1)CCO)F)N1C(O[C@H](C1)CNC(C)=O)=O ((S)-N-[[3-[3,5-difluoro-4-[4-(2-hydroxyethyl)-1-piperazinyl]phenyl]-2-oxo-5-oxazolidinyl]methyl]acetamide). Yield: 19.0%. RXN SMILES: [F:1][C:2]1[CH:3]=[C:4]([N:22]2[CH2:26][C@H:25]([CH2:27][NH:28][C:29](=[O:31])[CH3:30])[O:24][C:23]2=[O:32])[CH:5]=[C:6]([F:21])[C:7]=1[N:8]1[CH2:13][CH2:12][N:11](C(OC(C)(C)C)=O)[CH2:10][CH2:9]1.F[C:34](F)(F)[C:35](O)=[O:36].ClCCO.C(=O)([O-])[O-].[K+].[K+]>ClCCl.C(#N)C>[F:21][C:6]1[CH:5]=[C:4]([N:22]2[CH2:26][C@H:25]([CH2:27][NH:28][C:29](=[O:31])[CH3:30])[O:24][C:23]2=[O:32])[CH:3]=[C:2]([F:1])[C:7]=1[N:8]1[CH2:9][CH2:10][N:11]([CH2:34][CH2:35][OH:36])[CH2:12][CH2:13]1 |f:3.4.5|. The reactants are CC(=O)OCC1=C(N2[C@@H]([C@@H](C2=O)NC(=O)CC3=CC=CS3)SC1)C(=O)[O-].[Na+] (Sodium cephalothin), SC1=NN=C(S1)CC(=O)N (5-mercapto-1,3,4-thiadiazol-2-yl-acetamide). Product: S1C(=CC=C1)CC(=O)NC1[C@@H]2N(C(=C(CS2)CSC2=NN=C(S2)CC(N)=O)C(=O)O)C1=O (7-(Thien-2-ylacetamido)-3-(carbamoylmethyl-1,3,4-thiadiazol-5-ylthio) methylceph-3-em-4-carboxylic acid). RXN SMILES: CC(O[CH2:5][C:6]1[CH2:23][S:22][C@@H:9]2[C@H:10]([NH:13][C:14]([CH2:16][C:17]3[S:21][CH:20]=[CH:19][CH:18]=3)=[O:15])[C:11](=[O:12])[N:8]2[C:7]=1[C:24]([O-:26])=[O:25])=O.[Na+].[SH:28][C:29]1[S:33][C:32]([CH2:34][C:35]([NH2:37])=[O:36])=[N:31][N:30]=1>>[S:21]1[CH:20]=[CH:19][CH:18]=[C:17]1[CH2:16][C:14]([NH:13][CH:10]1[C:11](=[O:12])[N:8]2[C:7]([C:24]([OH:26])=[O:25])=[C:6]([CH2:5][S:28][C:29]3[S:33][C:32]([CH2:34][C:35](=[O:36])[NH2:37])=[N:31][N:30]=3)[CH2:23][S:22][C@H:9]12)=[O:15] |f:0.1|. Procedure details: Sodium cephalothin (1.05 g, 2.5 mmole) and 5-mercapto-1,3,4-thiadiazol-2-yl-acetamide (0.48 g, 2.75 mmole) were reacted together as described in example 1b. The reaction mixture was poured onto ice, washed with ethyl acetate, covered with ethyl acetate and acidified. The product precipitated as a pale yellow solid, this was filtered off, washed with water and ethyl acetate and dried, 0.87 g, (68.1%); t.l.c. (SiO2 ; B.A.W.; 12:3:5) Rf=0.41; νmax (95% ethanol) 276 nm (ε=12300); δ[(CD3)2SO] 3.85 (2...